This data is from the Open Reaction Database (ORD), a public repository of structured organic reaction records. The task is: describe an organic reaction: reactants, conditions, products, and yield The reactants are C(C)(C)(C)OC(=O)N1C(OC[C@@H]1\C=C\C1=CC=C(C=C1)NC(=O)NC1=CC=C(C=C1)Cl)(C)C ((S)-4-((E)-2-{4-[3-(4-chloro-phenyl)-ureido]-phenyl}-vinyl)-2,2-dimethyl-oxazolidine-3-carboxylic acid tert-butyl ester). Reagents/catalysts: [Pt](=O)=O (platinum(IV) oxide). Solvent: CO (methanol). Reaction conditions: time 1 hour. Product: C(C)(C)(C)OC(=O)N1C(OC[C@@H]1CCC1=CC=C(C=C1)NC(=O)NC1=CC=C(C=C1)Cl)(C)C ((S)-4-(2-{4-[3-(4-chloro-phenyl)-ureido]-phenyl}-ethyl)-2,2-dimethyl-oxazolidine-3-carboxylic acid tert-butyl ester). Yield: 104.8%. RXN SMILES: [C:1]([O:5][C:6]([N:8]1[C@@H:12](/[CH:13]=[CH:14]/[C:15]2[CH:20]=[CH:19][C:18]([NH:21][C:22]([NH:24][C:25]3[CH:30]=[CH:29][C:28]([Cl:31])=[CH:27][CH:26]=3)=[O:23])=[CH:17][CH:16]=2)[CH2:11][O:10][C:9]1([CH3:33])[CH3:32])=[O:7])([CH3:4])([CH3:3])[CH3:2]>CO.[Pt](=O)=O>[C:1]([O:5][C:6]([N:8]1[C@@H:12]([CH2:13][CH2:14][C:15]2[CH:20]=[CH:19][C:18]([NH:21][C:22]([NH:24][C:25]3[CH:30]=[CH:29][C:28]([Cl:31])=[CH:27][CH:26]=3)=[O:23])=[CH:17][CH:16]=2)[CH2:11][O:10][C:9]1([CH3:33])[CH3:32])=[O:7])([CH3:4])([CH3:2])[CH3:3]. Procedure details: To a stirred suspension of (S)-4-((E)-2-{4-[3-(4-chloro-phenyl)-ureido]-phenyl}-vinyl)-2,2-dimethyl-oxazolidine-3-carboxylic acid tert-butyl ester (57 mg) in methanol (8 ml) was added platinum(IV) oxide (14 mg) and the mixture was then stirred under an atmosphere of hydrogen at room temperature for 1 hour. The mixture was then filtered through celite and the filtrate was concentrated in vacuo to afford (S)-4-(2-{4-[3-(4-chloro-phenyl)-ureido]-phenyl}-ethyl)-2,2-dimethyl-oxazolidine-3-carboxylic ...